This data is from the Open Reaction Database (ORD), a public repository of structured organic reaction records. The task is: describe an organic reaction: reactants, conditions, products, and yield Reactants: BrC1=C(C=C(C=C1F)F)O (2-bromo-3,5-difluorophenol), FC1=CC(=C(C=C1F)B1OC(CN(CC(O1)=O)C)=O)O[C@@H](C)CC=C ((S)-2-(4,5-difluoro-2-(pent-4-en-2-yloxy)phenyl)-6-methyl-1,3,6,2-dioxazaborocane-4,8-dione). Yields the product BrC1=C(C=C(C=C1O[C@@H](C)CC=C)F)F ((S)-2-Bromo-1,5-difluoro-3-(pent-4-en-2-yloxy)benzene). Isolated yield 80.0%. As a reaction SMILES: [Br:1][C:2]1[C:7]([F:8])=[CH:6][C:5]([F:9])=[CH:4][C:3]=1[OH:10].F[C:12]1[C:17](F)=[CH:16]C(B2OC(=O)CN(C)CC(=O)O2)=[C:14](O[C@H](CC=C)C)[CH:13]=1>>[Br:1][C:2]1[C:3]([O:10][C@H:17]([CH2:12][CH:13]=[CH2:14])[CH3:16])=[CH:4][C:5]([F:9])=[CH:6][C:7]=1[F:8]. Procedure: Prepared from 2-bromo-3,5-difluorophenol in 80% yield following the procedure for (S)-2-(4,5-difluoro-2-(pent-4-en-2-yloxy)phenyl)-6-methyl-1,3,6,2-dioxazaborocane-4,8-dione. 1H NMR (400 MHz, CDCl3) δ 6.59-6.43 (m, 2H), 5.94-5.80 (m, 1H), 5.22-5.09 (m, 2H), 4.47-4.36 (m, 1H), 2.59-2.37 (m, 2H), 1.37 (d, J=6.3 Hz, 3H). Starting materials: C([O-])(O)=O.[Na+] (sodium bicarbonate), C1(=CC=CC=C1)S(=O)(=O)CCO (2-(phenylsulfonyl)ethanol), N1=CC=CC=C1 (pyridine), S(=O)(Cl)Cl (thionyl chloride). The solvent is C1(=CC=CC=C1)C (toluene), C1(=CC=CC=C1)C (toluene), C1(=CC=CC=C1)C (toluene). Conditions: temperature 60 celsius, time 2 hour. Product: C1(=CC=CC=C1)S(=O)(=O)C=C (phenylvinylsulfone). The yield is 98.0%. RXN SMILES: [C:1]1([S:7]([CH2:10][CH2:11]O)(=[O:9])=[O:8])[CH:6]=[CH:5][CH:4]=[CH:3][CH:2]=1.N1C=CC=CC=1.S(Cl)(Cl)=O.C(=O)(O)[O-].[Na+]>C1(C)C=CC=CC=1>[C:1]1([S:7]([CH:10]=[CH2:11])(=[O:9])=[O:8])[CH:6]=[CH:5][CH:4]=[CH:3][CH:2]=1 |f:3.4|. Reported procedure: 2-(phenylsulfonyl)ethanol (143.8 g, purity 96.2%, 743 mmol) was added to 71.9 g of toluene, and 30.0 g (38 mmol) of pyridine was added to the mixture. The resulting solution was heated to 60° C., then 110.5 g (929 mmol) of thionyl chloride added over 5 hours at 60 to 70° C., and the mixture was stirred for 2 hours at 70° C. Then, the mixture was diluted with 143.9 g of toluene and cooled to 45° C. Then 303.2 g of 7% sodium bicarbonate solution and 193.4 g of toluene were added, washed separated.... Product: C(C)C1=CC=C2C=C(C(=C(C2=C1)C=O)O)OC (7-ethyl-hydroxy-3-methoxy-1-naphthalene carbaldehyde). The solvent is ClCCl (dichloromethane). Reagents/catalysts: [Ti](Cl)(Cl)(Cl)Cl (titanium tetrachloride). Procedure details: 3.3 g of 6-ethyl-2-methoxy-1-naphthol was dissolved in 25 ml of dichloromethane and cooled to 0° C. 3.65 ml of titanium tetrachloride and 2.4 ml of dichloromethyl methyl ether were added successively at that temperature and stirred for 10 min. After the reaction was over, water was added and the solution was extracted with ethyl acetate. After washing the extract with an aqueous saturated solution of sodium chloride, it was dried over anhydrous magnesium sulfate. When the solvent was distilled o... Conditions: temperature 0 celsius, time 10 minute. Starting materials: COC(Cl)Cl (dichloromethyl methyl ether), C(C)C=1C=C2C=CC(=C(C2=CC1)O)OC (6-ethyl-2-methoxy-1-naphthol), O (water). Reaction SMILES: [CH2:1]([C:3]1[CH:4]=[C:5]2[C:10](=[CH:11][CH:12]=1)[C:9](O)=[C:8]([O:14][CH3:15])[CH:7]=[CH:6]2)[CH3:2].C[O:17][CH:18](Cl)Cl.[OH2:21]>ClCCl.[Ti](Cl)(Cl)(Cl)Cl>[CH2:1]([C:3]1[CH:4]=[C:5]2[C:10]([CH:9]=[C:8]([O:14][CH3:15])[C:7]([OH:21])=[C:6]2[CH:18]=[O:17])=[CH:11][CH:12]=1)[CH3:2]. RXN SMILES: [C:25](=[O:26])([O-:27])[O-:28].[CH2:1]([N:2]([S:3]([F:4])([F:5])[F:7])[CH2:6][CH3:8])[CH3:9].[Cl:31][CH2:32][Cl:33].[K+:29].[K+:30].[OH2:24].[n:10]1[c:11]([C:16]2([OH:23])[CH2:17][N:18]3[CH2:19][CH2:20][CH:21]2[CH2:22]3)[cH:12][n:13][cH:14][cH:15]1>>[F:7][C:16]1([c:11]2[n:10][cH:15][cH:14][n:13][cH:12]2)[CH2:17][N:18]2[CH2:19][CH2:20][CH:21]1[CH2:22]2. Yields the product FC1(c2cnccn2)CN2CCC1C2. The reactants are O=C([O-])[O-], CCN(CC)S(F)(F)F, ClCCl, [K+], [K+], O, OC1(c2cnccn2)CN2CCC1C2. The reactants are CCO, Cc1c(Cl)ccc([N+](=O)[O-])c1Cl, O, Cl[Sn]Cl. Product: Cc1c(Cl)ccc(N)c1Cl. Reaction SMILES: [CH3:17][CH2:18][OH:19].[Cl:5][c:6]1[c:7]([CH3:16])[c:8]([Cl:15])[cH:9][cH:10][c:11]1[N+:12]([O-:13])=[O:14].[OH2:4].[Sn:1]([Cl:2])[Cl:3]>>[Cl:5][c:6]1[c:7]([CH3:16])[c:8]([Cl:15])[cH:9][cH:10][c:11]1[NH2:12].